Dataset: the Open Reaction Database (ORD), a public repository of structured organic reaction records. Task: describe an organic reaction: reactants, conditions, products, and yield Reactants: C[N-]Cc1ccccc1, C1CCOC1, COc1ccccc1C(=O)O, Cl, [Li+], O, O=C(O)c1ccccc1F. Yields the product CN(Cc1ccccc1)c1ccccc1C(=O)O. As a reaction SMILES: [CH2:22]([c:23]1[cH:24][cH:25][cH:26][cH:27][cH:28]1)[N-:29][CH3:30].[CH2:33]1[O:34][CH2:35][CH2:36][CH2:37]1.[CH3:11][O:12][c:13]1[c:14]([C:15](=[O:16])[OH:17])[cH:18][cH:19][cH:20][cH:21]1.[ClH:32].[Li+:31].[OH2:38].[OH:1][C:2](=[O:3])[c:4]1[cH:5][cH:6][cH:7][cH:8][c:9]1[F:10]>>[OH:1][C:2](=[O:3])[c:4]1[cH:5][cH:6][cH:7][cH:8][c:9]1[N:29]([CH2:22][c:23]1[cH:24][cH:25][cH:26][cH:27][cH:28]1)[CH3:30].